From a dataset of the Open Reaction Database (ORD), a public repository of structured organic reaction records. describe an organic reaction: reactants, conditions, products, and yield The reactants are C(C)(C)(C)ONC(=O)[C@@H]1N(CCCC1)S(=O)(=O)N1CCC(CC1)C(C1=CC=C(C=C1)Cl)=O (N-tert-butoxy-1-[4-(4-chlorobenzoyl)piperidine-1-sulfonyl]piperidine-2-(R)-carboxamide). Run in ClCCCl (1,2-dichloroethane). Run at time 2 day. The product is ONC(=O)[C@@H]1N(CCCC1)S(=O)(=O)N1CCC(CC1)C(C1=CC=C(C=C1)Cl)=O (N-hydroxy-1-[4-(4-chlorobenzoyl)-piperidine-1-sulfonyl]piperidine-2-(R)-carboxamide). Yield: 51.0%. As a reaction SMILES: C([O:5][NH:6][C:7]([C@H:9]1[CH2:14][CH2:13][CH2:12][CH2:11][N:10]1[S:15]([N:18]1[CH2:23][CH2:22][CH:21]([C:24](=[O:32])[C:25]2[CH:30]=[CH:29][C:28]([Cl:31])=[CH:27][CH:26]=2)[CH2:20][CH2:19]1)(=[O:17])=[O:16])=[O:8])(C)(C)C>ClCCCl>[OH:5][NH:6][C:7]([C@H:9]1[CH2:14][CH2:13][CH2:12][CH2:11][N:10]1[S:15]([N:18]1[CH2:19][CH2:20][CH:21]([C:24](=[O:32])[C:25]2[CH:26]=[CH:27][C:28]([Cl:31])=[CH:29][CH:30]=2)[CH2:22][CH2:23]1)(=[O:17])=[O:16])=[O:8]. Reported procedure: A solution of N-tert-butoxy-1-[4-(4-chlorobenzoyl)piperidine-1-sulfonyl]piperidine-2-(R)-carboxamide (100 mg, 0.22 mmol), [prepared as described in Step 1 above], in 1,2-dichloroethane (10 ml) was cooled to -30° C. and HCl gas was bubbled through it for 10 min. The reaction vessel was then sealed and stirred at RT. After 2 days, the reaction rnixture was vented with nitrogen and then concentrated in vacuo. The residue was chromatographed (PTLC, SiO2, 10% methanol/methylene chloride) to give N-hy... The reactants are CCC(C#N)C(=O)c1ccc(C(=O)NN)s1, CC(=O)c1csc(-c2ccc(Cl)c(Cl)c2)c1O. The product is CCC(C#N)C(=O)c1ccc(C(=O)NN=C(C)c2csc(-c3ccc(Cl)c(Cl)c3)c2O)s1. As a reaction SMILES: [C:18](#[N:19])[CH:20]([C:21](=[O:22])[c:23]1[cH:24][cH:25][c:26]([C:28](=[O:29])[NH:30][NH2:31])[s:27]1)[CH2:32][CH3:33].[Cl:1][c:2]1[cH:3][c:4](-[c:9]2[s:10][cH:11][c:12]([C:15](=[O:16])[CH3:17])[c:13]2[OH:14])[cH:5][cH:6][c:7]1[Cl:8]>>[Cl:1][c:2]1[cH:3][c:4](-[c:9]2[s:10][cH:11][c:12]([C:15]([CH3:17])=[N:31][NH:30][C:28]([c:26]3[cH:25][cH:24][c:23]([C:21]([CH:20]([C:18]#[N:19])[CH2:32][CH3:33])=[O:22])[s:27]3)=[O:29])[c:13]2[OH:14])[cH:5][cH:6][c:7]1[Cl:8]. Reactants: Cn1c(C(F)(F)F)cc(=O)n(-c2ccc(Cl)cc2F)c1=O, O=[N+]([O-])O, O=S(=O)(O)O. The product is Cn1c(C(F)(F)F)cc(=O)n(-c2cc([N+](=O)[O-])c(Cl)cc2F)c1=O. Reaction SMILES: [Cl:1][c:2]1[cH:3][c:4]([F:21])[c:5](-[n:8]2[c:9](=[O:20])[n:10]([CH3:19])[c:11]([C:15]([F:16])([F:17])[F:18])[cH:12][c:13]2=[O:14])[cH:6][cH:7]1.[OH:22][N+:23]([O-:24])=[O:25].[S:26](=[O:27])(=[O:28])([OH:29])[OH:30]>>[Cl:1][c:2]1[cH:3][c:4]([F:21])[c:5](-[n:8]2[c:9](=[O:20])[n:10]([CH3:19])[c:11]([C:15]([F:16])([F:17])[F:18])[cH:12][c:13]2=[O:14])[cH:6][c:7]1[N+:23](=[O:22])[O-:24]. The reactants are C([O-])([O-])=O.[Na+].[Na+] (Sodium carbonate), CC1=C(C=CC=C1)B(O)O (2-methylphenylboronic acid), BrC=1SC=CC1 (2-bromothiophene). The reagents and catalysts are C1=CC=C(C=C1)P(C2=CC=CC=C2)C3=CC=CC=C3.C1=CC=C(C=C1)P(C2=CC=CC=C2)C3=CC=CC=C3.C1=CC=C(C=C1)P(C2=CC=CC=C2)C3=CC=CC=C3.C1=CC=C(C=C1)P(C2=CC=CC=C2)C3=CC=CC=C3.[Pd] (tetrakis(triphenylphosphine)palladium(O)). The solvent is C1(=CC=CC=C1)C (toluene), C(C)O (ethanol). Yields the product C1(=C(C=CC=C1)C=1SC=CC1)C (2-(2-tolyl)thiophene). The yield is 344.3%. RXN SMILES: C(=O)([O-])[O-].[Na+].[Na+].[CH3:7][C:8]1[CH:13]=[CH:12][CH:11]=[CH:10][C:9]=1B(O)O.Br[C:18]1[S:19][CH:20]=[CH:21][CH:22]=1>C1(C)C=CC=CC=1.C(O)C.C1C=CC(P(C2C=CC=CC=2)C2C=CC=CC=2)=CC=1.C1C=CC(P(C2C=CC=CC=2)C2C=CC=CC=2)=CC=1.C1C=CC(P(C2C=CC=CC=2)C2C=CC=CC=2)=CC=1.C1C=CC(P(C2C=CC=CC=2)C2C=CC=CC=2)=CC=1.[Pd]>[C:8]1([CH3:7])[CH:13]=[CH:12][CH:11]=[CH:10][C:9]=1[C:18]1[S:19][CH:20]=[CH:21][CH:22]=1 |f:0.1.2,7.8.9.10.11|. Procedure: Sodium carbonate (5 ml., 2M aqueous solution) followed by 2-methylphenylboronic acid (0.294 g, 2.4 mmol) were added to a solution of 2-bromothiophene (0.542 g, 2 mmol) and tetrakis(triphenylphosphine)palladium(O) (100 mg) in toluene (5 ml) and ethanol (5 ml) under nitrogen. The mixture was refluxed for 2 hours, cooled to room temperature and extracted with ethyl acetate (2×50 ml). The combined organic layers was dried over MgSO4 and evaporated. The residue was flash chromatographed on silica gel... Reactants: COC(NC(C(=O)N1C(CCC1)C=1NC(=CN1)C1=CC=C(C=C1)C1=CC2=CC=C(C=C2C=C1)C=1NC(=NC1)C1N(CCC1)C(C(C1CCOCC1)NC(=O)OC)=O)C1=CC=CC=C1)=O ({2-[2-(5-{4-[6-(2-{1-[2-Methoxycarbonylamino-2-(tetrahydro-pyran-4-yl)-acetyl]-pyrrolidin-2-yl}-3H-imidazol-4-yl)-naphthalen-2-yl]-phenyl}-1H-imidazol-2-yl)-pyrrolidin-1-yl]-2-oxo-1-phenyl-ethyl}-carbamic acid methyl ester), C(C)C(C(C(=O)O)NC(=O)OC)CC (3-Ethyl-2-methoxycarbonylamino-pentanoic acid). The product is COC(NC(C(CC)CC)C(=O)N1C(CCC1)C=1NC(=CN1)C1=CC2=CC=C(C=C2C=C1)C1=CC=C(C=C1)C=1NC(=NC1)C1N(CCC1)C(C(C1=CC=CC=C1)NC(=O)OC)=O)=O ([2-Ethyl-1-(2-{5-[6-(4-{2-[1-(2-methoxycarbonylamino-2-phenyl-acetyl)-pyrrolidin-2-yl]-3H-imidazol-4-yl}-phenyl)-naphthalen-2-yl]-1H-imidazol-2-yl}-pyrrolidine-1-carbonyl)-butyl]-carbamic acid methyl ester). The yield is 21.0%. As a reaction SMILES: [CH3:1][O:2][C:3](=[O:64])[NH:4][CH:5]([C:58]1[CH:63]=[CH:62][CH:61]=[CH:60][CH:59]=1)[C:6]([N:8]1[CH2:12][CH2:11][CH2:10][CH:9]1[C:13]1[NH:14][C:15]([C:18]2[CH:23]=[CH:22][C:21]([C:24]3[CH:33]=[CH:32][C:31]4[C:26](=[CH:27][CH:28]=[C:29]([C:34]5[NH:35][C:36]([CH:39]6[CH2:43][CH2:42][CH2:41][N:40]6[C:44](=[O:57])[CH:45]([NH:52][C:53]([O:55][CH3:56])=[O:54])[CH:46]6[CH2:51][CH2:50]O[CH2:48][CH2:47]6)=[N:37][CH:38]=5)[CH:30]=4)[CH:25]=3)=[CH:20][CH:19]=2)=[CH:16][N:17]=1)=[O:7].C(C(CC)C(NC(OC)=O)C(O)=O)C>>[CH3:56][O:55][C:53](=[O:54])[NH:52][CH:45]([C:44]([N:40]1[CH2:41][CH2:42][CH2:43][CH:39]1[C:36]1[NH:35][C:34]([C:29]2[CH:28]=[CH:27][C:26]3[C:31](=[CH:32][CH:33]=[C:24]([C:21]4[CH:20]=[CH:19][C:18]([C:15]5[NH:14][C:13]([CH:9]6[CH2:10][CH2:11][CH2:12][N:8]6[C:6](=[O:7])[CH:5]([NH:4][C:3]([O:2][CH3:1])=[O:64])[C:58]6[CH:63]=[CH:62][CH:61]=[CH:60][CH:59]=6)=[N:17][CH:16]=5)=[CH:23][CH:22]=4)[CH:25]=3)[CH:30]=2)=[CH:38][N:37]=1)=[O:57])[CH:46]([CH2:51][CH3:50])[CH2:47][CH3:48]. Procedure: This compound was prepared according to the procedure used to prepare {2-[2-(5-{4-[6-(2-{1-[2-Methoxycarbonylamino-2-(tetrahydro-pyran-4-yl)-acetyl]-pyrrolidin-2-yl}-3H-imidazol-4-yl)-naphthalen-2-yl]-phenyl}-1H-imidazol-2-yl)-pyrrolidin-1-yl]-2-oxo-1-phenyl-ethyl}-carbamic acid methyl ester (Example ES) using 3-Ethyl-2-methoxycarbonylamino-pentanoic acid (0.032 g, 0.156 mmol) to give the title compound (0.023, 21% yield) as a white solid. LCMS-ESI+: calc'd for C49H54N8O6: 850.42 (M+); Found: 85... Procedure details: Next, 47,600 g of tacrine hydrochloride and 79,800 g of mannitol are sized using a 20 mesh screen. Then, the screened materials are added to a granulator bowl. The bowl is attached to the granulator and the granulation process initiated. Next, the dry powders are air suspended and mixed for 3 minutes. Then, the binder solution is sprayed onto powder to produce granules of tacrine and mannitol granulated with the binder ingredients. The processing conditions are as follows: a total solution spray... RXN SMILES: [CH:1]1[CH:2]=[CH:3][C:4]2[C:5](=[C:7]([NH2:15])[C:8]3[CH2:14][CH2:13][CH2:12][CH2:11][C:9]=3[N:10]=2)[CH:6]=1.Cl.[CH2:17]([OH:28])[C@H:18]([C@H:20]([C@@H:22]([C@@H:24]([CH2:26][OH:27])[OH:25])[OH:23])[OH:21])[OH:19]>>[CH:1]1[CH:2]=[CH:3][C:4]2[C:5](=[C:7]([NH2:15])[C:8]3[CH2:14][CH2:13][CH2:12][CH2:11][C:9]=3[N:10]=2)[CH:6]=1.[CH2:26]([OH:27])[C@H:24]([C@H:22]([C@@H:20]([C@@H:18]([CH2:17][OH:28])[OH:19])[OH:21])[OH:23])[OH:25] |f:0.1|. The product is C=1C=CC=2C(C1)=C(C3=C(N2)CCCC3)N (tacrine), C([C@@H](O)[C@@H](O)[C@H](O)[C@H](O)CO)O (mannitol). Starting materials: C=1C=CC=2C(C1)=C(C3=C(N2)CCCC3)N.Cl (tacrine hydrochloride), C([C@@H](O)[C@@H](O)[C@H](O)[C@H](O)CO)O (mannitol).